Dataset: the Open Reaction Database (ORD), a public repository of structured organic reaction records. Task: describe an organic reaction: reactants, conditions, products, and yield The reactants are COC(=O)C=1C=C(C=CC1)CCCO (3-(3-Methoxycarbonylphenyl)propanol). The reagents and catalysts are [O-2].[O-2].[O-2].[Cr+6] (chromium trioxide). The solvent is N1=CC=CC=C1 (pyridine). The product is COC(=O)C=1C=C(C=CC1)CCC=O (3-(3-Methoxycarbonylphenyl)propanal). Reaction SMILES: [CH3:1][O:2][C:3]([C:5]1[CH:6]=[C:7]([CH2:11][CH2:12][CH2:13][OH:14])[CH:8]=[CH:9][CH:10]=1)=[O:4]>N1C=CC=CC=1.[O-2].[O-2].[O-2].[Cr+6]>[CH3:1][O:2][C:3]([C:5]1[CH:6]=[C:7]([CH2:11][CH2:12][CH:13]=[O:14])[CH:8]=[CH:9][CH:10]=1)=[O:4] |f:2.3.4.5|. Procedure: 3-(3-Methoxycarbonylphenyl)propanol (1.9 g) was oxidised with chromium trioxide (5.0 g) in pyridine (7.9 ml) as described in Example 1(e) to give the product as a pale oil. Reactants: FC(C(=O)O)(F)F (trifluoroacetic acid), C(=O)(N1C=NC=C1)N1C=NC=C1 (carbonyldiimidazole), CS(=O)(=O)N (methanesulfonamide), C1CCC2=NCCCN2CC1 (1,8-diazabicyclo[5.4.0]-7-undecene), C(C)(C)(C)OC(=O)N1C(CN(CC1)S(=O)(=O)C=1NC2=CC=C(C=C2C1)Cl)CC(=O)O (1-(tert-butoxycarbonyl)-2-[(carboxy)methyl]-4-[(5-chloroindol-2-yl)sulfonyl]piperazine). Solvent: C(Cl)Cl (methylene chloride), O1CCCC1 (tetrahydrofuran). Run at time 8 hour. The product is FC(C(=O)O)(F)F.ClC=1C=C2C=C(NC2=CC1)S(=O)(=O)N1CC(NCC1)CC(=O)NS(=O)(=O)C (N-[[1-[(5-Chloroindol-2-yl)sulfonyl]piperazin-3-yl]acetyl]methanesulfonamide trifluoroacetate). As a reaction SMILES: C(OC([N:8]1[CH2:13][CH2:12][N:11]([S:14]([C:17]2[NH:18][C:19]3[C:24]([CH:25]=2)=[CH:23][C:22]([Cl:26])=[CH:21][CH:20]=3)(=[O:16])=[O:15])[CH2:10][CH:9]1[CH2:27][C:28]([OH:30])=O)=O)(C)(C)C.C(N1C=CN=C1)(N1C=CN=C1)=O.[CH3:43][S:44]([NH2:47])(=[O:46])=[O:45].C1CCN2C(=NCCC2)CC1.[F:59][C:60]([F:65])([F:64])[C:61]([OH:63])=[O:62]>O1CCCC1.C(Cl)Cl>[F:59][C:60]([F:65])([F:64])[C:61]([OH:63])=[O:62].[Cl:26][C:22]1[CH:23]=[C:24]2[C:19](=[CH:20][CH:21]=1)[NH:18][C:17]([S:14]([N:11]1[CH2:12][CH2:13][NH:8][CH:9]([CH2:27][C:28]([NH:47][S:44]([CH3:43])(=[O:46])=[O:45])=[O:30])[CH2:10]1)(=[O:16])=[O:15])=[CH:25]2 |f:7.8|. Procedure details: In tetrahydrofuran (5 ml) was dissolved 1-(tert-butoxycarbonyl)-2-[(carboxy)methyl]-4-[(5-chloroindol-2-yl)sulfonyl]piperazine (772 mg), followed by the addition of carbonyldiimidazole (820 mg). The resulting mixture was heated under reflux for 1 hour. After cooling to room temperature, the reaction mixture was added with methanesulfonamide (322 mg) and 1,8-diazabicyclo[5.4.0]-7-undecene (0.50 ml), followed by stirring overnight. The reaction mixture was concentrated under reduced pressure. To t... Reactants: 41.5, C([O-])([O-])=O.[K+].[K+] (Potassium carbonate), C(C1=CC=CC=C1)C(C(=O)C1=CC=C(C=C1)F)(CC)N(C)C (2-Benzyl-1-(4-fluorophenyl)-2-dimethylamino-1-butanone), C(O)CN (ethanolamine). Solvent: O (water), CC(=O)N(C)C (dimethylacetamide). Reaction conditions: temperature 140 celsius, time 16 hour. Yields the product C(C1=CC=CC=C1)C(C(=O)C1=CC=C(C=C1)NCCO)(CC)N(C)C (2-benzyl-1-[4-(2-hydroxyethylamino)phenyl]-2-dimethylamino-1-butanone), crystals. As a reaction SMILES: [CH2:1]([C:8]([N:20]([CH3:22])[CH3:21])([CH2:18][CH3:19])[C:9]([C:11]1[CH:16]=[CH:15][C:14](F)=[CH:13][CH:12]=1)=[O:10])[C:2]1[CH:7]=[CH:6][CH:5]=[CH:4][CH:3]=1.[CH2:23]([CH2:25][NH2:26])[OH:24].C(=O)([O-])[O-].[K+].[K+]>CC(N(C)C)=O.O>[CH2:1]([C:8]([N:20]([CH3:22])[CH3:21])([CH2:18][CH3:19])[C:9]([C:11]1[CH:16]=[CH:15][C:14]([NH:26][CH2:25][CH2:23][OH:24])=[CH:13][CH:12]=1)=[O:10])[C:2]1[CH:7]=[CH:6][CH:5]=[CH:4][CH:3]=1 |f:2.3.4|. Procedure details: 44.9 g (0.15 mol) 2-Benzyl-1-(4-fluorophenyl)-2-dimethylamino-1-butanone and 61.08 g (1.05 mol) ethanolamine are dissolved in 400 ml dimethylacetamide. 41.5 (0.3 mol) Potassium carbonate are added and the suspension is heated to 140° C. while stirring. The reaction mixture is kept at this temperature during 16 hours, cooled to room temperature and diluted with water. The aqueous phase is several times extracted with ethyl acetate, the combined organic extracts washed with water and dried over ma...